From a dataset of the Open Reaction Database (ORD), a public repository of structured organic reaction records. describe an organic reaction: reactants, conditions, products, and yield Starting materials: COC(CC1=CC(=NC(=C1)C1=CC=C(C=C1)C(F)(F)F)C1=CC=C(C=C1)C(F)(F)F)=O ([2,6-bis-(4-trifluoromethylphenyl)-pyridin-4-yl]-acetic acid methyl ester), C[Si](C)(C)[N-][Si](C)(C)C.[K+] (potassium bis(trimethylsilyl)amide), BrCC(=C)C (3-bromo-2-methylpropene). The solvent is C1CCOC1 (THF). Conditions: time 30 minute. Yields the product COC(C(CC(=C)C)C1=CC(=NC(=C1)C1=CC=C(C=C1)C(F)(F)F)C1=CC=C(C=C1)C(F)(F)F)=O (2-[2,6-Bis-(4-trifluoromethyl-phenyl)-pyridin-4-yl]-4-methyl-pent-4-enoic acid methyl ester). Yield: 70.8%. As a reaction SMILES: [CH3:1][O:2][C:3](=[O:31])[CH2:4][C:5]1[CH:10]=[C:9]([C:11]2[CH:16]=[CH:15][C:14]([C:17]([F:20])([F:19])[F:18])=[CH:13][CH:12]=2)[N:8]=[C:7]([C:21]2[CH:26]=[CH:25][C:24]([C:27]([F:30])([F:29])[F:28])=[CH:23][CH:22]=2)[CH:6]=1.C[Si]([N-][Si](C)(C)C)(C)C.[K+].Br[CH2:43][C:44]([CH3:46])=[CH2:45]>C1COCC1>[CH3:1][O:2][C:3](=[O:31])[CH:4]([C:5]1[CH:6]=[C:7]([C:21]2[CH:26]=[CH:25][C:24]([C:27]([F:30])([F:28])[F:29])=[CH:23][CH:22]=2)[N:8]=[C:9]([C:11]2[CH:12]=[CH:13][C:14]([C:17]([F:18])([F:19])[F:20])=[CH:15][CH:16]=2)[CH:10]=1)[CH2:45][C:44]([CH3:46])=[CH2:43] |f:1.2|. Procedure details: To a solution of [2,6-bis-(4-trifluoromethylphenyl)-pyridin-4-yl]-acetic acid methyl ester (1.18 g, 2.69 mmol) in THF (30 mL) at −78° C. under argon was added potassium bis(trimethylsilyl)amide (0.5 M solution in toluene, 5.38 mL, 2.69 mmol). After stirring for 30 minutes, 3-bromo-2-methylpropene (273 μL, 2.69 mmol) was added and stirred for an additional 30 minutes. The reaction mixture was allowed to warm up slowly and stirred for another 30 minutes at 0° C. The mixture was then concentrated a... Starting materials: C(\C=C\CCCCCCC)(=O)O ((E)-2-decenoic acid), N1CCCCC1 (piperidine). Product: C(\C=C\CCCCCCC)(=O)N1CCCCC1 (1-((E)-2-Decenoyl)piperidine). RXN SMILES: [C:1]([OH:12])(=O)/[CH:2]=[CH:3]/[CH2:4][CH2:5][CH2:6][CH2:7][CH2:8][CH2:9][CH3:10].[NH:13]1[CH2:18][CH2:17][CH2:16][CH2:15][CH2:14]1>>[C:1]([N:13]1[CH2:18][CH2:17][CH2:16][CH2:15][CH2:14]1)(=[O:12])/[CH:2]=[CH:3]/[CH2:4][CH2:5][CH2:6][CH2:7][CH2:8][CH2:9][CH3:10]. Procedure: The same procedures as in Example 1 were carried out using (E)-2-decenoic acid and piperidine as starting raw materials, to produce an intended compound. Reactants: ClC=1C=CC2=C(C(C3=C(CC2)C=CC=C3)CCCN(C)C)C1 (3-Chloro-10,11-dihydro-5-(3-dimethylaminopropyl)-5H-dibenzo[a,d]cycloheptene), N#CN (cyanamide). The product is ClC=1C=CC2=C(C(C3=C(CC2)C=CC=C3)CCCNC)C1 (3-chloro-10,11-dihydro-5-(3-methylaminopropyl)-5H-dibenzo[a,d]cycloheptene). Reaction SMILES: [Cl:1][C:2]1[CH:3]=[CH:4][C:5]2[CH2:11][CH2:10][C:9]3[CH:12]=[CH:13][CH:14]=[CH:15][C:8]=3[CH:7]([CH2:16][CH2:17][CH2:18][N:19](C)[CH3:20])[C:6]=2[CH:22]=1.N#CN>>[Cl:1][C:2]1[CH:3]=[CH:4][C:5]2[CH2:11][CH2:10][C:9]3[CH:12]=[CH:13][CH:14]=[CH:15][C:8]=3[CH:7]([CH2:16][CH2:17][CH2:18][NH:19][CH3:20])[C:6]=2[CH:22]=1. Reported procedure: 3-Chloro-10,11-dihydro-5-(3-dimethylaminopropyl)-5H-dibenzo[a,d]cycloheptene is converted to the corresponding cyanamide by following the procedure of Example 6 A. Upon hydrolysis, according to the procedure of Example 6 B, there is obtained 3-chloro-10,11-dihydro-5-(3-methylaminopropyl)-5H-dibenzo[a,d]cycloheptene. This may be converted to its hydrochloride salt directly by treatment with ethanolic hydrogen chloride as described in Example 6 B. After recrystallization from a mixture of isopropy... Starting materials: Cl.C(C)(=O)OCC (hydrogen chloride ethyl acetate), FC1=CC2=C(N(C3=C(OC2)C=CC=C3)[C@H]3CN(CC3)CCC3=CC=C(C=C3)N(C)C)C=C1 ((R)-2-fluoro-5,11-dihydro-5-[1-(4-dimethylaminophenethyl)pyrrolidin-3-yl]dibenzo[b,e][1,4]oxazepine). The solvent is ClCCl (dichloromethane). Reaction conditions: time 1 hour. Product: Cl.Cl.FC1=CC2=C(N(C3=C(OC2)C=CC=C3)[C@H]3CN(CC3)CCC3=CC=C(C=C3)N(C)C)C=C1 ((R)-2-Fluoro-5,11-dihydro-5-[1-(4-dimethylaminophenethyl)pyrrolidin-3-yl]dibenzo[b,e][1,4]oxazepine dihydrochloride), solid. The yield is 90.0%. RXN SMILES: [ClH:1].C(OCC)(=O)C.[F:8][C:9]1[CH:39]=[CH:38][C:12]2[N:13]([C@@H:22]3[CH2:26][CH2:25][N:24]([CH2:27][CH2:28][C:29]4[CH:34]=[CH:33][C:32]([N:35]([CH3:37])[CH3:36])=[CH:31][CH:30]=4)[CH2:23]3)[C:14]3[CH:21]=[CH:20][CH:19]=[CH:18][C:15]=3[O:16][CH2:17][C:11]=2[CH:10]=1>ClCCl>[ClH:1].[ClH:1].[F:8][C:9]1[CH:39]=[CH:38][C:12]2[N:13]([C@@H:22]3[CH2:26][CH2:25][N:24]([CH2:27][CH2:28][C:29]4[CH:30]=[CH:31][C:32]([N:35]([CH3:36])[CH3:37])=[CH:33][CH:34]=4)[CH2:23]3)[C:14]3[CH:21]=[CH:20][CH:19]=[CH:18][C:15]=3[O:16][CH2:17][C:11]=2[CH:10]=1 |f:0.1,4.5.6|. Reported procedure: 1.0 ml of 4 M hydrogen chloride/ethyl acetate was added to a solution of (R)-2-fluoro-5,11-dihydro-5-[1-(4-dimethylaminophenethyl)pyrrolidin-3-yl]dibenzo[b,e][1,4]oxazepine (140 mg) in dichloromethane (5 ml), and they were stirred together for 1 hour. The solvent was evaporated under reduced pressure. The obtained residue was solidified by stirring it in hexane and then filtered to obtain the title compound in the form of a light yellow solid (145 mg, 90%). Reactants: ClCCl, CN=C=S, CCOc1cc(C(F)(F)F)ccc1C1=NC(c2ccc(Cl)cc2)C(c2ccc(Cl)cc2)N1C(=O)N1CCN(CCC#N)CC1, Cl. Product: CCOc1cc(C(F)(F)F)ccc1C1=NC(c2ccc(Cl)cc2)C(c2ccc(Cl)cc2)N1C(=O)N1CCN(C(=S)NC)CC1. RXN SMILES: [CH2:50]([Cl:51])[Cl:52].[CH3:46][N:47]=[C:48]=[S:49].[Cl:2][c:3]1[cH:4][cH:5][c:6]([CH:9]2[N:10]=[C:11]([c:33]3[c:34]([O:43][CH2:44][CH3:45])[cH:35][c:36]([C:39]([F:40])([F:41])[F:42])[cH:37][cH:38]3)[N:12]([C:21](=[O:22])[N:23]3[CH2:24][CH2:25][N:26]([CH2:29][CH2:30][C:31]#[N:32])[CH2:27][CH2:28]3)[CH:13]2[c:14]2[cH:15][cH:16][c:17]([Cl:20])[cH:18][cH:19]2)[cH:7][cH:8]1.[ClH:1]>>[Cl:2][c:3]1[cH:4][cH:5][c:6]([CH:9]2[N:10]=[C:11]([c:33]3[c:34]([O:43][CH2:44][CH3:45])[cH:35][c:36]([C:39]([F:40])([F:41])[F:42])[cH:37][cH:38]3)[N:12]([C:21](=[O:22])[N:23]3[CH2:24][CH2:25][N:26]([C:48]([NH:47][CH3:46])=[S:49])[CH2:27][CH2:28]3)[CH:13]2[c:14]2[cH:15][cH:16][c:17]([Cl:20])[cH:18][cH:19]2)[cH:7][cH:8]1. Starting materials: C(C)(C)(C)OC(=O)N1CC2C(N(C=3C(=CC(=CC23)NC2=NC=CC=C2)C(F)(F)F)C)CC1 (5-methyl-8-(pyridinylamino)-6-trifluoromethyl-1,3,4,4a,5,9b-hexahydro-pyrido[4,3-b]indole-2-carboxylic acid tert-butyl ester), CC(C)(C)[O-].[Na+] (NaOt-Bu), C(C)(C)(C)OC(=O)N1C[C@@H]2[C@@H](N(C=3C(=CC(=CC23)Br)C#N)C)CC1 ((4aS,9bR)-8-bromo-6-cyano-5-methyl-1,3,4,4a,5,9b-hexahydro-pyrido[4,3-b]indole-2-carboxylic acid tert-butyl ester), ClC1=NC(=CC(=C1N)C(F)(F)F)Cl (2,6-dichloro-4-trifluoromethyl-pyridin-3-ylamine). Yields the product ClC1=NC(=CC(=C1NC=1C=C2[C@H]3[C@@H](N(C2=C(C1)C#N)C)CCNC3)C(F)(F)F)Cl ((4aS,9bR)-8-(2,6-dichloro-4-trifluoromethyl-pyridin-3-ylamino)-5-methyl-2,3,4,4a,5,9b-hexahydro-1H-pyrido[4,3-b]indole-6-carbonitrile). Reaction SMILES: C(OC(N1CCC2N(C)C3C(C(F)(F)F)=CC(NC4C=CC=CN=4)=CC=3C2C1)=O)(C)(C)C.C(OC([N:40]1[CH2:56][CH2:55][C@@H:43]2[N:44]([CH3:54])[C:45]3[C:46]([C:52]#[N:53])=[CH:47][C:48](Br)=[CH:49][C:50]=3[C@@H:42]2[CH2:41]1)=O)(C)(C)C.[Cl:57][C:58]1[C:63]([NH2:64])=[C:62]([C:65]([F:68])([F:67])[F:66])[CH:61]=[C:60]([Cl:69])[N:59]=1.CC([O-])(C)C.[Na+]>>[Cl:57][C:58]1[C:63]([NH:64][C:48]2[CH:49]=[C:50]3[C:45](=[C:46]([C:52]#[N:53])[CH:47]=2)[N:44]([CH3:54])[C@H:43]2[CH2:55][CH2:56][NH:40][CH2:41][C@@H:42]32)=[C:62]([C:65]([F:66])([F:67])[F:68])[CH:61]=[C:60]([Cl:69])[N:59]=1 |f:3.4|. Procedure details: The title compound was prepared by following the general method for (5-methyl-6-trifluoromethyl-2,3,4,4a,5,9b-hexahydro-1H-pyrido[4,3-b]indol-8-yl)-pyridin-3-yl-amine (Method A) as an oil (35 mg, 16%) from (4aS,9bR)-8-bromo-6-cyano-5-methyl-1,3,4,4a,5,9b-hexahydro-pyrido[4,3-b]indole-2-carboxylic acid tert-butyl ester (Example 158, 196 mg, 0.5 mmol), 2,6-dichloro-4-trifluoromethyl-pyridin-3-ylamine(186 mg, 1.5 mmol) and NaOt-Bu (144 mg, 1.5 mmol). MS (ESI): 443 (base, M+H).